This data is from the Open Reaction Database (ORD), a public repository of structured organic reaction records. The task is: describe an organic reaction: reactants, conditions, products, and yield Conditions: time 24 hour. Reaction SMILES: [NH2:1][C@H:2]([C:10]([NH:12][C@H:13]([C:21]([NH:23][C@H:24]([C:26]([NH:28][C@H:29]([C:35]([NH:37][C@H:38]([C:43]([NH:45][C@H:46]([C:54]([NH:56][C@H:57]([C:61]([NH:63][C@H:64]([C:70]([NH:72][C@H:73]([C:84]([NH:86][C@H:87]([C:92]([NH:94][C@H:95]([C:101]([NH:103][C@H:104]([C:109]([NH:111][C@H:112]([C:116]([OH:118])=[O:117])[C@@H:113]([CH3:115])[OH:114])=[O:110])[CH2:105][C:106](=[O:108])[NH2:107])=[O:102])[CH2:96][CH2:97][S:98]([CH3:100])=O)=[O:93])[CH2:88][CH:89]([CH3:91])[CH3:90])=[O:85])[CH2:74][C:75]1[C:83]2[C:78](=[CH:79][CH:80]=[CH:81][CH:82]=2)[NH:77][CH:76]=1)=[O:71])[CH2:65][CH2:66][C:67](=[O:69])[NH2:68])=[O:62])[CH:58]([CH3:60])[CH3:59])=[O:55])[CH2:47][C:48]1[CH:53]=[CH:52][CH:51]=[CH:50][CH:49]=1)=[O:44])[CH2:39][C:40](=[O:42])[OH:41])=[O:36])[CH2:30][CH2:31][C:32](=[O:34])[NH2:33])=[O:27])[CH3:25])=[O:22])[CH2:14][CH2:15][CH2:16][NH:17][C:18](=[NH:20])[NH2:19])=[O:11])[CH2:3][CH2:4][CH2:5][NH:6][C:7](=[NH:9])[NH2:8]>C(O)(=O)CS>[NH2:1][C@H:2]([C:10]([NH:12][C@H:13]([C:21]([NH:23][C@H:24]([C:26]([NH:28][C@H:29]([C:35]([NH:37][C@H:38]([C:43]([NH:45][C@H:46]([C:54]([NH:56][C@H:57]([C:61]([NH:63][C@H:64]([C:70]([NH:72][C@H:73]([C:84]([NH:86][C@H:87]([C:92]([NH:94][C@H:95]([C:101]([NH:103][C@H:104]([C:109]([NH:111][C@H:112]([C:116]([OH:118])=[O:117])[C@@H:113]([CH3:115])[OH:114])=[O:110])[CH2:105][C:106](=[O:108])[NH2:107])=[O:102])[CH2:96][CH2:97][S:98][CH3:100])=[O:93])[CH2:88][CH:89]([CH3:90])[CH3:91])=[O:85])[CH2:74][C:75]1[C:83]2[C:78](=[CH:79][CH:80]=[CH:81][CH:82]=2)[NH:77][CH:76]=1)=[O:71])[CH2:65][CH2:66][C:67](=[O:69])[NH2:68])=[O:62])[CH:58]([CH3:60])[CH3:59])=[O:55])[CH2:47][C:48]1[CH:53]=[CH:52][CH:51]=[CH:50][CH:49]=1)=[O:44])[CH2:39][C:40](=[O:41])[OH:42])=[O:36])[CH2:30][CH2:31][C:32](=[O:34])[NH2:33])=[O:27])[CH3:25])=[O:22])[CH2:14][CH2:15][CH2:16][NH:17][C:18](=[NH:19])[NH2:20])=[O:11])[CH2:3][CH2:4][CH2:5][NH:6][C:7](=[NH:8])[NH2:9]. Procedure: In 3 ml of 5% thioglycolic acid-50% aqueous acetic acid was dissolved 30 mg of H-Arg-Arg-Ala-Gln-Asp-Phe-Val-Gln-Trp-Leu-Met(O)-Asn-Thr-OH and reduction was carried out at 45° C. for 24 hours. Then, the reaction mixture was run onto a column (2.4×122 cm) of Sephadex G-25 and elution was carried out with 30% aqueous acetic acid. The fractions from 180 ml to 250 ml were pooled and lyophilized. Yield 29 mg; [α]D21 -41.9° (c=0.4%, 0.1 N-HCl); Rf3 0.55(Avicel®); amino acid analysis: Trp 0.69(1); Arg ... Solvent: C(CS)(=O)O (thioglycolic acid). Starting materials: N[C@@H](CCCNC(N)=N)C(=O)N[C@@H](CCCNC(N)=N)C(=O)N[C@@H](C)C(=O)N[C@@H](CCC(N)=O)C(=O)N[C@@H](CC(O)=O)C(=O)N[C@@H](CC1=CC=CC=C1)C(=O)N[C@@H](C(C)C)C(=O)N[C@@H](CCC(N)=O)C(=O)N[C@@H](CC1=CNC2=CC=CC=C12)C(=O)N[C@@H](CC(C)C)C(=O)N[C@@H](CCS(=O)C)C(=O)N[C@@H](CC(N)=O)C(=O)N[C@@H]([C@H](O)C)C(=O)O (H-Arg-Arg-Ala-Gln-Asp-Phe-Val-Gln-Trp-Leu-Met(O)-Asn-Thr-OH), Sephadex. The product is N[C@@H](CCCNC(N)=N)C(=O)N[C@@H](CCCNC(N)=N)C(=O)N[C@@H](C)C(=O)N[C@@H](CCC(N)=O)C(=O)N[C@@H](CC(O)=O)C(=O)N[C@@H](CC1=CC=CC=C1)C(=O)N[C@@H](C(C)C)C(=O)N[C@@H](CCC(N)=O)C(=O)N[C@@H](CC1=CNC2=CC=CC=C12)C(=O)N[C@@H](CC(C)C)C(=O)N[C@@H](CCSC)C(=O)N[C@@H](CC(N)=O)C(=O)N[C@@H]([C@H](O)C)C(=O)O (H-Arg-Arg-Ala-Gln-Asp-Phe-Val-Gln-Trp-Leu-Met-Asn-Thr-OH).